From a dataset of the Open Reaction Database (ORD), a public repository of structured organic reaction records. describe an organic reaction: reactants, conditions, products, and yield Reactants: C1(=CC=CC=C1)S(=O)(=O)NC=1N(C=2CCCCC2C1C(=O)OC(C)(C)C)C (tert-Butyl 2-benzenesulphonylamino-1-methyl-4,5,6,7-tetrahydro-1H-indole-3-carboxylate), C1(=CC=CC=C1)S(=O)(=O)NC=1N(C=2CCCCC2C1C(=O)OC(C)(C)C)C (tert-Butyl 2-benzenesulphonylamino-1-methyl-4,5,6,7-tetrahydro-1H-indole-3-carboxylate), Cl (HCl). Run in O1CCOCC1 (dioxane). Run at time 2 hour. Yields the product C1(=CC=CC=C1)S(=O)(=O)NC=1N(C=2CCCCC2C1C(=O)O)C (2-benzenesulphonylamino-1-methyl-4,5,6,7-tetrahydro-1H-indole-3-carboxylic acid). The yield is 6.6%. RXN SMILES: [C:1]1([S:7]([NH:10][C:11]2[N:12]([CH3:27])[C:13]3[CH2:14][CH2:15][CH2:16][CH2:17][C:18]=3[C:19]=2[C:20]([O:22]C(C)(C)C)=[O:21])(=[O:9])=[O:8])[CH:6]=[CH:5][CH:4]=[CH:3][CH:2]=1.Cl>O1CCOCC1>[C:1]1([S:7]([NH:10][C:11]2[N:12]([CH3:27])[C:13]3[CH2:14][CH2:15][CH2:16][CH2:17][C:18]=3[C:19]=2[C:20]([OH:22])=[O:21])(=[O:9])=[O:8])[CH:2]=[CH:3][CH:4]=[CH:5][CH:6]=1. Procedure details: tert-Butyl 2-benzenesulphonylamino-1-methyl-4,5,6,7-tetrahydro-1H-indole-3-carboxylate (Intermediate 21, 0.3 g) was added to HCl in dioxane (4M, 3.8 ml) at 0° C. The cold bath was removed and the mixture was allowed to warm to room temperature and then stirred for 2 hours. The mixture was cooled to 0° C. and neutralised with saturated aqueous sodium bicarbonate solution. The mixture was extracted with ethyl acetate, washed with brine, dried (MgSO4) and filtered. The filtrate was evaporated to dr... Reactants: COCC#Cc1cc(C(=O)O)ccc1-c1ccccc1C, CO. Yields the product COCCCc1cc(C(=O)O)ccc1-c1ccccc1C. Reaction SMILES: [CH3:1][O:2][CH2:3][C:4]#[C:5][c:6]1[c:7](-[c:15]2[c:16]([CH3:21])[cH:17][cH:18][cH:19][cH:20]2)[cH:8][cH:9][c:10]([C:12](=[O:13])[OH:14])[cH:11]1.[CH3:22][OH:23]>>[CH3:1][O:2][CH2:3][CH2:4][CH2:5][c:6]1[c:7](-[c:15]2[c:16]([CH3:21])[cH:17][cH:18][cH:19][cH:20]2)[cH:8][cH:9][c:10]([C:12](=[O:13])[OH:14])[cH:11]1. The reactants are CCN1CCN(c2nc(-c3ccc(O)cc3)cc3ccccc23)CC1, CCN=C=O, C1CCOC1. Product: CCNC(=O)c1ccc(-c2cc3ccccc3c(N3CCN(CC)CC3)n2)cc1. As a reaction SMILES: [CH2:1]([CH3:2])[N:3]1[CH2:4][CH2:5][N:6]([c:9]2[n:10][c:11](-[c:19]3[cH:20][cH:21][c:22]([OH:25])[cH:23][cH:24]3)[cH:12][c:13]3[cH:14][cH:15][cH:16][cH:17][c:18]23)[CH2:7][CH2:8]1.[CH2:26]([CH3:27])[N:28]=[C:29]=[O:30].[O:31]1[CH2:32][CH2:33][CH2:34][CH2:35]1>>[CH2:1]([CH3:2])[N:3]1[CH2:4][CH2:5][N:6]([c:9]2[n:10][c:11](-[c:19]3[cH:20][cH:21][c:22]([C:29]([NH:28][CH2:26][CH3:27])=[O:30])[cH:23][cH:24]3)[cH:12][c:13]3[cH:14][cH:15][cH:16][cH:17][c:18]23)[CH2:7][CH2:8]1. The reactants are CS(=O)(=O)c1nccc(-n2cnc3ccccc32)n1, NCc1cccc(-c2ccccc2)c1. The product is c1ccc(-c2cccc(CNc3nccc(-n4cnc5ccccc54)n3)c2)cc1. Reaction SMILES: [CH3:1][S:2](=[O:3])(=[O:4])[c:5]1[n:6][cH:7][cH:8][c:9](-[n:11]2[cH:12][n:13][c:14]3[c:15]2[cH:16][cH:17][cH:18][cH:19]3)[n:10]1.[c:20]1(-[c:26]2[cH:27][c:28]([CH2:29][NH2:30])[cH:31][cH:32][cH:33]2)[cH:21][cH:22][cH:23][cH:24][cH:25]1>>[c:5]1([NH:30][CH2:29][c:28]2[cH:27][c:26](-[c:20]3[cH:21][cH:22][cH:23][cH:24][cH:25]3)[cH:33][cH:32][cH:31]2)[n:6][cH:7][cH:8][c:9](-[n:11]2[cH:12][n:13][c:14]3[c:15]2[cH:16][cH:17][cH:18][cH:19]3)[n:10]1. Reactants: CCO, ClC(Cl)Cl, Cl, CC(C)(C)OC(=O)NC1CCN(CCn2c(=O)ccc3ncc(F)cc32)CC1. Product: NC1CCN(CCn2c(=O)ccc3ncc(F)cc32)CC1. Reaction SMILES: [CH2:29]([OH:30])[CH3:31].[CH:33]([Cl:34])([Cl:35])[Cl:36].[ClH:32].[F:1][c:2]1[cH:3][n:4][c:5]2[cH:6][cH:7][c:8](=[O:28])[n:9]([CH2:12][CH2:13][N:14]3[CH2:15][CH2:16][CH:17]([NH:20][C:21](=[O:22])[O:23][C:24]([CH3:25])([CH3:26])[CH3:27])[CH2:18][CH2:19]3)[c:10]2[cH:11]1>>[F:1][c:2]1[cH:3][n:4][c:5]2[cH:6][cH:7][c:8](=[O:28])[n:9]([CH2:12][CH2:13][N:14]3[CH2:15][CH2:16][CH:17]([NH2:20])[CH2:18][CH2:19]3)[c:10]2[cH:11]1. Reactants: CC(C)(C)OC(=O)c1ccc(Br)cc1[N+](=O)[O-], CC(=O)[O-], CC(=O)[O-], O=C([O-])[O-], c1ccc2c(c1)CCN2, CCOC(C)=O, Cc1ccccc1, [Cs+], [Cs+], O=C(C=Cc1ccccc1)C=Cc1ccccc1, O=C(C=Cc1ccccc1)C=Cc1ccccc1, O=C(C=Cc1ccccc1)C=Cc1ccccc1, O=C(O)CC(O)(CC(=O)O)C(=O)O, [Pd+2], [Pd], [Pd]. The product is CC(C)(C)OC(=O)c1ccc(N2CCc3ccccc32)cc1[N+](=O)[O-]. Reaction SMILES: [Br:1][c:2]1[cH:3][c:4]([N+:15](=[O:16])[O-:17])[c:5]([C:6](=[O:7])[O:8][C:9]([CH3:10])([CH3:11])[CH3:12])[cH:13][cH:14]1.[C:102]([O-:103])(=[O:104])[CH3:105].[C:107]([O-:108])(=[O:109])[CH3:110].[C:27](=[O:28])([O-:29])[O-:30].[CH2:18]1[CH2:19][c:20]2[cH:21][cH:22][cH:23][cH:24][c:25]2[NH:26]1.[CH3:111][CH2:112][O:113][C:114](=[O:115])[CH3:116].[CH3:117][c:118]1[cH:119][cH:120][cH:121][cH:122][cH:123]1.[Cs+:31].[Cs+:32].[O:48]=[C:49]([CH:50]=[CH:51][c:52]1[cH:53][cH:54][cH:55][cH:56][cH:57]1)[CH:58]=[CH:59][c:60]1[cH:61][cH:62][cH:63][cH:64][cH:65]1.[O:66]=[C:67]([CH:68]=[CH:69][c:70]1[cH:71][cH:72][cH:73][cH:74][cH:75]1)[CH:76]=[CH:77][c:78]1[cH:79][cH:80][cH:81][cH:82][cH:83]1.[O:84]=[C:85]([CH:86]=[CH:87][c:88]1[cH:89][cH:90][cH:91][cH:92][cH:93]1)[CH:94]=[CH:95][c:96]1[cH:97][cH:98][cH:99][cH:100][cH:101]1.[OH:33][C:34]([CH2:35][C:36]([C:37](=[O:38])[OH:39])([CH2:40][C:41](=[O:42])[OH:43])[OH:44])=[O:45].[Pd+2:106].[Pd:46].[Pd:47]>>[c:2]1([N:26]2[CH2:18][CH2:19][c:20]3[cH:21][cH:22][cH:23][cH:24][c:25]32)[cH:3][c:4]([N+:15](=[O:16])[O-:17])[c:5]([C:6](=[O:7])[O:8][C:9]([CH3:10])([CH3:11])[CH3:12])[cH:13][cH:14]1. Reactants: COC(CC1C(C2=CC=CC(=C2CC1)Cl)=NN(C)C)OC (5-Chloro-1-(dimethylhydrazono)-1,2,3,4-tetrahydro-2-naphthaleneacetaldehyde dimethyl acetal), C(C)(=O)OCC (ethyl acetate). The reagents and catalysts are O.O.[Cu](Cl)Cl (copper(II) chloride dihydrate). The solvent is O1CCCC1 (tetrahydrofuran), P(=O)([O-])([O-])[O-] (phosphate). Reaction conditions: time 16 hour. The product is COC(CC1C(C2=CC=CC(=C2CC1)Cl)=O)OC (5-chloro-1,2,3,4-tetrahydro-1-oxo-2-naphthaleneacetaldehyde dimethyl acetal). As a reaction SMILES: [CH3:1][O:2][CH:3]([O:20][CH3:21])[CH2:4][CH:5]1[CH2:14][CH2:13][C:12]2[C:7](=[CH:8][CH:9]=[CH:10][C:11]=2[Cl:15])[C:6]1=NN(C)C.C(OCC)(=[O:24])C>O1CCCC1.P([O-])([O-])([O-])=O.O.O.[Cu](Cl)Cl>[CH3:1][O:2][CH:3]([O:20][CH3:21])[CH2:4][CH:5]1[CH2:14][CH2:13][C:12]2[C:7](=[CH:8][CH:9]=[CH:10][C:11]=2[Cl:15])[C:6]1=[O:24] |f:4.5.6|. Procedure: 5-Chloro-1-(dimethylhydrazono)-1,2,3,4-tetrahydro-2-naphthaleneacetaldehyde dimethyl acetal (47.5 g) was dissolved under argon in a mixture of 2300 ml of tetrahydrofuran and 780 ml of 0.067M phosphate buffer of pH value 7. The solution was treated with 26.1 g of copper(II) chloride dihydrate and stirred at room temperature for 16 hours. 2000 ml of ethyl acetate were added to the reaction mixture and it was washed three times with 2000 ml of a mixture of 25% ammonia solution and saturated ammoniu...